This data is from the Open Reaction Database (ORD), a public repository of structured organic reaction records. The task is: describe an organic reaction: reactants, conditions, products, and yield Starting materials: C=C(C)c1oc(-c2ccc(C(F)(F)F)cc2)nc1C(C)C, COC(=O)COc1ccc(Br)cc1C, CN(C)C=O, B1C2CCCC1CCC2, ClCCl, C1CCOC1, O, c1ccc([As](c2ccccc2)c2ccccc2)cc1. Yields the product COC(=O)COc1ccc(CC(C)c2oc(-c3ccc(C(F)(F)F)cc3)nc2C(C)C)cc1C. Reaction SMILES: [C:1](=[CH2:2])([CH3:3])[c:4]1[c:5]([CH:19]([CH3:20])[CH3:21])[n:6][c:7](-[c:9]2[cH:10][cH:11][c:12]([C:15]([F:16])([F:17])[F:18])[cH:13][cH:14]2)[o:8]1.[CH3:31][O:32][C:33]([CH2:34][O:35][c:36]1[c:37]([CH3:43])[cH:38][c:39]([Br:42])[cH:40][cH:41]1)=[O:44].[CH3:68][N:69]([CH3:70])[CH:71]=[O:72].[CH:22]12[CH2:23][CH2:24][CH2:25][CH:26]([BH:27]1)[CH2:28][CH2:29][CH2:30]2.[Cl:45][CH2:46][Cl:47].[O:73]1[CH2:74][CH2:75][CH2:76][CH2:77]1.[OH2:67].[cH:48]1[cH:49][cH:50][c:51]([As:52]([c:53]2[cH:54][cH:55][cH:56][cH:57][cH:58]2)[c:59]2[cH:60][cH:61][cH:62][cH:63][cH:64]2)[cH:65][cH:66]1>>[CH:1]([CH2:2][c:39]1[cH:38][c:37]([CH3:43])[c:36]([O:35][CH2:34][C:33]([O:32][CH3:31])=[O:44])[cH:41][cH:40]1)([CH3:3])[c:4]1[c:5]([CH:19]([CH3:20])[CH3:21])[n:6][c:7](-[c:9]2[cH:10][cH:11][c:12]([C:15]([F:16])([F:17])[F:18])[cH:13][cH:14]2)[o:8]1.